describe an organic reaction: reactants, conditions, products, and yield From a dataset of the Open Reaction Database (ORD), a public repository of structured organic reaction records. The reactants are OCC=1C=CC(=C(C1)O)C (5-(hydroxymethyl)-2-methylphenol), BrCCCCCCCCC1OCCO1 (2-(8-bromooctyl)-1,3-dioxolane), C([O-])([O-])=O.[K+].[K+] (potassium carbonate). Run in CN(C=O)C (dimethyl formamide), O (water). Run at temperature 80 celsius, time 16 hour. Product: O1C(OCC1)CCCCCCCCOC=1C=C(C=CC1C)CO ((3-((8-(1,3-dioxolan-2-yl)octyl)oxy)-4-methylphenyl)methanol). The yield is 41.1%. Reaction SMILES: [OH:1][CH2:2][C:3]1[CH:4]=[CH:5][C:6]([CH3:10])=[C:7]([OH:9])[CH:8]=1.Br[CH2:12][CH2:13][CH2:14][CH2:15][CH2:16][CH2:17][CH2:18][CH2:19][CH:20]1[O:24][CH2:23][CH2:22][O:21]1.C(=O)([O-])[O-].[K+].[K+]>CN(C)C=O.O>[O:21]1[CH2:22][CH2:23][O:24][CH:20]1[CH2:19][CH2:18][CH2:17][CH2:16][CH2:15][CH2:14][CH2:13][CH2:12][O:9][C:7]1[CH:8]=[C:3]([CH2:2][OH:1])[CH:4]=[CH:5][C:6]=1[CH3:10] |f:2.3.4|. Procedure details: To a stirred solution of 5-(hydroxymethyl)-2-methylphenol (0.57 g, 4.15 mmol) in dimethyl formamide (15 mL), was added 2-(8-bromooctyl)-1,3-dioxolane (1.00 g, 3.77 mmol) and potassium carbonate (0.63 g, 4.57 mmol), and the mixture was stirred at 80° C. for 16 hours. The reaction mixture was cooled to room temperature, diluted with water and extracted with ethyl acetate (×3). The combined organic extracts were washed with brine, dried (magnesium sulphate), filtered and concentrated under reduced ... Starting materials: C(C1=CC=CC=C1)(=O)N1CCN(CC1)C1=CC(=C(C=C1)[N+](=O)[O-])C=C1C(NC(N1)=O)=O (1-benzoyl-4-[3-[(2,4-dioxoimidazolidin-5-ylidene)methyl]-4-nitrophenyl)piperazine). Run in CO (methanol). Product: C(C1=CC=CC=C1)(=O)N1CCN(CC1)C1=CC=2C=C3C(=NC2C=C1)NC(N3)=O (1-Benzoyl-4-(2,3-dihydro-2-oxo-1H-imidazo[4,5-b]quinolin-7-yl)piperazine). Reaction SMILES: [C:1]([N:9]1[CH2:14][CH2:13][N:12]([C:15]2[CH:20]=[CH:19][C:18]([N+:21]([O-])=O)=[C:17]([CH:24]=[C:25]3[NH:29][C:28](=[O:30])[NH:27][C:26]3=O)[CH:16]=2)[CH2:11][CH2:10]1)(=[O:8])[C:2]1[CH:7]=[CH:6][CH:5]=[CH:4][CH:3]=1>CO>[C:1]([N:9]1[CH2:14][CH2:13][N:12]([C:15]2[CH:20]=[CH:19][C:18]3[N:21]=[C:26]4[NH:27][C:28](=[O:30])[NH:29][C:25]4=[CH:24][C:17]=3[CH:16]=2)[CH2:11][CH2:10]1)(=[O:8])[C:2]1[CH:7]=[CH:6][CH:5]=[CH:4][CH:3]=1. Procedure details: This compound, m.p. >300° C. (obtained as a methanol solvate by crystallization from dimethylformamidemethanol), was prepared analogous to Example 4 from 1-benzoyl-4-[3-[(2,4-dioxoimidazolidin-5-ylidene)methyl]-4-nitrophenyl)piperazine.